Dataset: the Open Reaction Database (ORD), a public repository of structured organic reaction records. Task: describe an organic reaction: reactants, conditions, products, and yield Starting materials: BrB(Br)Br, C=CCC1(c2ccc(F)cc2)CCN(C(C)c2ccc(OC)cc2)C(=O)O1, CO, ClCCl. Yields the product C=CCC1(c2ccc(F)cc2)CCN(C(C)c2ccc(O)cc2)C(=O)O1. As a reaction SMILES: [B:28]([Br:29])([Br:30])[Br:31].[CH2:1]([CH:2]=[CH2:3])[C:4]1([c:21]2[cH:22][cH:23][c:24]([F:27])[cH:25][cH:26]2)[CH2:5][CH2:6][N:7]([CH:11]([CH3:12])[c:13]2[cH:14][cH:15][c:16]([O:19][CH3:20])[cH:17][cH:18]2)[C:8](=[O:10])[O:9]1.[CH3:32][OH:33].[Cl:34][CH2:35][Cl:36]>>[CH2:1]([CH:2]=[CH2:3])[C:4]1([c:21]2[cH:22][cH:23][c:24]([F:27])[cH:25][cH:26]2)[CH2:5][CH2:6][N:7]([CH:11]([CH3:12])[c:13]2[cH:14][cH:15][c:16]([OH:19])[cH:17][cH:18]2)[C:8](=[O:10])[O:9]1. Reactants: C(C1=CC=CC=C1)OC1=C2C(=CC(NC2=CC=C1Br)=O)C(F)(F)F (5-benzyloxy-6-bromo-4-(trifluoromethyl)-1H-quinolin-2-one), [F-].[Cs+] (CsF), C(C)(C)I (isopropyl iodide). Run in CN(C)C=O (DMF). Conditions: time 28 hour. The product is C(C1=CC=CC=C1)OC1=C2C(=CC(=NC2=CC=C1Br)OC(C)C)C(F)(F)F (5-benzyloxy-6-bromo-2-isopropoxy-4-(trifluoromethyl)quinoline). Yield: 100.4%. Reaction SMILES: [CH2:1]([O:8][C:9]1[C:18]([Br:19])=[CH:17][CH:16]=[C:15]2[C:10]=1[C:11]([C:21]([F:24])([F:23])[F:22])=[CH:12][C:13](=[O:20])[NH:14]2)[C:2]1[CH:7]=[CH:6][CH:5]=[CH:4][CH:3]=1.[F-].[Cs+].[CH:27](I)([CH3:29])[CH3:28]>CN(C=O)C>[CH2:1]([O:8][C:9]1[C:18]([Br:19])=[CH:17][CH:16]=[C:15]2[C:10]=1[C:11]([C:21]([F:24])([F:22])[F:23])=[CH:12][C:13]([O:20][CH:27]([CH3:29])[CH3:28])=[N:14]2)[C:2]1[CH:7]=[CH:6][CH:5]=[CH:4][CH:3]=1 |f:1.2|. Procedure details: To a suspension of 5-benzyloxy-6-bromo-4-(trifluoromethyl)-1H-quinolin-2-one (11.7 g, 29.4 mmol) and CsF (17.8 g, 117 mmol) in 150 mL DMF was added isopropyl iodide (19.9 g, 117 mmol). After 28 h, the mixture was partitioned between EtOAc (500 mL) and water (250 mL) and the aqueous layer was extracted with EtOAc. The combined organic layers were washed with water (200 mL), brine (100 mL), dried over MgSO4, filtered and concentrated to afford 13 g (100%) of 5-benzyloxy-6-bromo-2-isopropoxy-4-(tri... Starting materials: C(\C=C\C(=O)O)(=O)O (fumaric acid), CN(C1C(C2OC2(CC2OC(C(C2C2OC(C1=C2)=O)C)=O)C)O)C (12-dimethylamino-11-hydroxy-3,8-dimethyl-5,9,15-trioxatetracyclo[11.2.1.02,6.08,10]hexadec-13(16)-ene-4,14-dione), CC(=O)C (acetone), CC(=O)C (acetone). The product is C(\C=C\C(=O)[O-])(=O)[O-].OC1C2OC2(CC2OC(C(C2C2OC(C(C1[NH+](C)C)=C2)=O)C)=O)C.OC2C1OC1(CC1OC(C(C1C1OC(C(C2[NH+](C)C)=C1)=O)C)=O)C (11-hydroxy-3,8-dimethyl-4,14-dioxo-5,9,15-trioxatetracyclo[11.2.1.02,6.08,10]hexadec-13(16)-ene-12-yl(dimethyl)ammonium fumarate). Yield: 37.9%. Reaction SMILES: [C:1]([OH:8])(=[O:7])/[CH:2]=[CH:3]/[C:4]([OH:6])=[O:5].[CH3:9][N:10]([CH3:32])[CH:11]1[C:25]2=[CH:26][CH:22]([O:23][C:24]2=[O:27])[CH:21]2[CH:17]([O:18][C:19](=[O:29])[CH:20]2[CH3:28])[CH2:16][C:15]2([CH3:30])[CH:13]([O:14]2)[CH:12]1[OH:31].CC(C)=O>>[C:1]([O-:8])(=[O:7])/[CH:2]=[CH:3]/[C:4]([O-:6])=[O:5].[OH:31][CH:12]1[CH:11]([NH+:10]([CH3:9])[CH3:32])[C:25]2=[CH:26][CH:22]([O:23][C:24]2=[O:27])[CH:21]2[CH:17]([O:18][C:19](=[O:29])[CH:20]2[CH3:28])[CH2:16][C:15]2([CH3:30])[CH:13]1[O:14]2.[OH:31][CH:12]1[CH:11]([NH+:10]([CH3:9])[CH3:32])[C:25]2=[CH:26][CH:22]([O:23][C:24]2=[O:27])[CH:21]2[CH:17]([O:18][C:19](=[O:29])[CH:20]2[CH3:28])[CH2:16][C:15]2([CH3:30])[CH:13]1[O:14]2 |f:3.4.5|. Procedure: A solution of fumaric acid (0.1 mmol; 11.6 mg) in acetone (3 ml) is added to a solution of the compound of Example 5 (0.1 mmol; 34 mg) in acetone (0.5 ml). The precipitate is filtered, washed with acetone and dried under reduced pressure. 15 mg of the expected product is obtained in the form of a white powder. Melting point: 159° C. Starting materials: BrC1CCCC1 (Bromocyclopentane), [N+](=O)([O-])C=1NC=CN1 (2-nitroimidazole), C1(CCCC1)N1C(=NC=C1)[N+](=O)[O-] (1-cyclopentyl-2-nitro-1H-imidazole). Yields the product C1(CCCC1)N1C(=NC=C1)N (1-cyclopentyl-2-amino-1H-imidazole). Reaction SMILES: BrC1CCCC1.[N+](C1NC=CN=1)([O-])=O.[CH:15]1([N:20]2[CH:24]=[CH:23][N:22]=[C:21]2[N+:25]([O-])=O)[CH2:19][CH2:18][CH2:17][CH2:16]1>>[CH:15]1([N:20]2[CH:24]=[CH:23][N:22]=[C:21]2[NH2:25])[CH2:16][CH2:17][CH2:18][CH2:19]1. Procedure details: Bromocyclopentane (14 mmol) and 2-nitroimidazole (10 mmol) were used to prepare 1-cyclopentyl-2-nitro-1H-imidazole following the alkylation procedure described for Example 181. The product, thus obtained was reduced under hydrogenation conditions as described in general procedure F to afford 1-cyclopentyl-2-amino-1H-imidazole. This aminoimidazole derivative was converted to 1-cyclopentyl-2-isothiocyanato-1H-imidazole following the general procedure A. Yields the product CC#CC(CC(=O)OCC)c1ccc(OCc2nc(-c3ccc(C(F)(F)F)cc3)oc2C)cc1. Starting materials: O=C([O-])[O-], CC#CC(CC(=O)OCC)c1ccc(O)cc1, Cc1oc(-c2ccc(C(F)(F)F)cc2)nc1CCl, Cl, [Cs+], [Cs+], CN(C)C=O, O. Reaction SMILES: [C:1](=[O:2])([O-:3])[O-:4].[CH2:25]([CH3:26])[O:27][C:28]([CH2:29][CH:30]([C:31]#[C:32][CH3:33])[c:34]1[cH:35][cH:36][c:37]([OH:40])[cH:38][cH:39]1)=[O:41].[Cl:7][CH2:8][c:9]1[n:10][c:11](-[c:15]2[cH:16][cH:17][c:18]([C:21]([F:22])([F:23])[F:24])[cH:19][cH:20]2)[o:12][c:13]1[CH3:14].[ClH:42].[Cs+:5].[Cs+:6].[O:43]=[CH:44][N:45]([CH3:46])[CH3:47].[OH2:48]>>[CH2:8]([c:9]1[n:10][c:11](-[c:15]2[cH:16][cH:17][c:18]([C:21]([F:22])([F:23])[F:24])[cH:19][cH:20]2)[o:12][c:13]1[CH3:14])[O:40][c:37]1[cH:36][cH:35][c:34]([CH:30]([CH2:29][C:28]([O:27][CH2:25][CH3:26])=[O:41])[C:31]#[C:32][CH3:33])[cH:39][cH:38]1. The solvent is CC(C)O (2-propanol). Reported procedure: A mixture of the product of STEP 7 (81.5 mg, 0.2mmol), 10% Pd/C (50 mg, 0.05 mmol), cyclohexene (0.5 ml, 4.9 mmol), and 2-propanol (5 ml) was heated at reflux for 3 h. The reaction was cooled to room temperature, filtered through a short column of Celite®, and washed with 2-propanol. The filtrate was concentrated to give 67.5 mg pale brown oil. The NMR spectra were consistent for the proposed structure. Reagents/catalysts: [Pd] (Pd/C). Reactants: COC=1C=C(C=CC1OCCCNC1=[N+](C=CC=C1)[O-])CC(CC(=O)OCC)(C)C (Ethyl 4-(3-methoxy-4-{3-[(1-oxidopyridin-2-yl)amino]propoxy}phenyl)-3,3-dimethylbutanoate), C1=CCCCC1 (cyclohexene). The product is COC=1C=C(C=CC1OCCCNC1=NC=CC=C1)CC(CC(=O)OCC)(C)C (Ethyl 4-{3-methoxy-4-[3-(pyridin-2-ylamino)propoxy]phenyl}-3,3-dimethylbutanoate). Yield: 84.3%. RXN SMILES: [CH3:1][O:2][C:3]1[CH:4]=[C:5]([CH2:21][C:22]([CH3:30])([CH3:29])[CH2:23][C:24]([O:26][CH2:27][CH3:28])=[O:25])[CH:6]=[CH:7][C:8]=1[O:9][CH2:10][CH2:11][CH2:12][NH:13][C:14]1[CH:19]=[CH:18][CH:17]=[CH:16][N+:15]=1[O-].C1CCCCC=1>[Pd].CC(O)C>[CH3:1][O:2][C:3]1[CH:4]=[C:5]([CH2:21][C:22]([CH3:29])([CH3:30])[CH2:23][C:24]([O:26][CH2:27][CH3:28])=[O:25])[CH:6]=[CH:7][C:8]=1[O:9][CH2:10][CH2:11][CH2:12][NH:13][C:14]1[CH:19]=[CH:18][CH:17]=[CH:16][N:15]=1.